From a dataset of the Open Reaction Database (ORD), a public repository of structured organic reaction records. describe an organic reaction: reactants, conditions, products, and yield Reactants: ClC=1C(=NC=NC1Cl)N (5,6-dichloropyrimidin-4-amine), N1CC(CC1)CNC(OC(C)(C)C)=O (tert-butyl (pyrrolidin-3-ylmethyl)carbamate), O(C1=CC=CC=C1)C1=CC=C(C=C1)B(O)O ((4-phenoxyphenyl)boronic acid), C(C=C)(=O)Cl (acryloyl chloride). Yields the product NC1=C(C(=NC=N1)N1CC(CC1)CNC(C=C)=O)C1=CC=C(C=C1)OC1=CC=CC=C1 (N-((1-(6-amino-5-(4-phenoxyphenyl)pyrimidin-4-yl)pyrrolidin-3-yl)methyl)acrylamide). As a reaction SMILES: Cl[C:2]1[C:3]([NH2:9])=[N:4][CH:5]=[N:6][C:7]=1Cl.[NH:10]1[CH2:14][CH2:13][CH:12]([CH2:15][NH:16][C:17](=[O:23])OC(C)(C)C)[CH2:11]1.[O:24]([C:31]1[CH:36]=[CH:35][C:34](B(O)O)=[CH:33][CH:32]=1)[C:25]1[CH:30]=[CH:29][CH:28]=[CH:27][CH:26]=1.[C:40](Cl)(=O)[CH:41]=C>>[NH2:9][C:3]1[N:4]=[CH:5][N:6]=[C:7]([N:10]2[CH2:14][CH2:13][CH:12]([CH2:15][NH:16][C:17](=[O:23])[CH:40]=[CH2:41])[CH2:11]2)[C:2]=1[C:28]1[CH:29]=[CH:30][C:25]([O:24][C:31]2[CH:36]=[CH:35][CH:34]=[CH:33][CH:32]=2)=[CH:26][CH:27]=1. Reported procedure: N-((1-(6-amino-5-(4-phenoxyphenyl)pyrimidin-4-yl)pyrrolidin-3-yl)methyl)acrylamide was prepared from 5,6-dichloropyrimidin-4-amine, tert-butyl (pyrrolidin-3-ylmethyl)carbamate, (4-phenoxyphenyl)boronic acid, and acryloyl chloride using methods B, C, D, and F. HPLC purity 97%. MS: m/z=416 [M+H]+. Reagents/catalysts: CN(C)C=1C=CN=CC1 (DMAP). Reaction SMILES: [Br:1][C:2]1[C:10]2[S:9][C:8]([NH2:11])=[N:7][C:6]=2[CH:5]=[CH:4][CH:3]=1.[C:12](OC(=O)C)(=[O:14])[CH3:13]>CN(C1C=CN=CC=1)C.C(Cl)Cl>[Br:1][C:2]1[C:10]2[S:9][C:8]([NH:11][C:12](=[O:14])[CH3:13])=[N:7][C:6]=2[CH:5]=[CH:4][CH:3]=1. Starting materials: BrC1=CC=CC=2N=C(SC21)N (7-Bromobenzo[d]thiazol-2-amine), C(C)(=O)OC(C)=O (acetic anhydride). Isolated yield 66.5%. Procedure: 7-Bromobenzo[d]thiazol-2-amine (550 mg, 2.40 mmol) and DMAP (330 mg, 2.70 mmol) were suspended in DCM (12 mL) and acetic anhydride (0.25 mL, 2.7 mmol) was added. The reaction was stirred under nitrogen at RT for 6 hours, the suspension was filtered, and the solid was washed with DCM. The solid was collected, and the filtrate was concentrated and treated with MeOH. This batch of solid was also collected by filtration. The filtrate was concentrated, and filtered through silica gel (40:1 DCM/MeOH) ... Yields the product BrC1=CC=CC=2N=C(SC21)NC(C)=O (N-(7-bromobenzo[d]thiazol-2-yl)acetamide). Solvent: C(Cl)Cl (DCM). Conditions: time 6 hour. Reactants: OC=CCCC1=C(C=CC=C1)C1OCCCO1 (2-[(4-hydroxy-3-butenyl)phenyl]-1,3-dioxane), C(Br)(Br)(Br)Br (carbon tetrabromide), N1=C(C=C(C=C1C)C)C (collidine), C1(=CC=CC=C1)P(C1=CC=CC=C1)C1=CC=CC=C1 (triphenylphosphine). Run in C(C)(=O)OCC (ethyl acetate), ClCCl (dichloromethane), hexanes. Conditions: time 30 minute. The product is BrC1=C(C=C(C=C1)C1OCCCO1)C=CCC ((4-bromo-3-butenylphenyl]-1,3-dioxane). Isolated yield 71.0%. As a reaction SMILES: OC=CCC[C:6]1[CH:11]=[CH:10][CH:9]=[CH:8][C:7]=1[CH:12]1[O:17][CH2:16][CH2:15][CH2:14][O:13]1.C(Br)(Br)(Br)[Br:19].N1C(C)=C[C:26]([CH3:30])=[CH:25][C:24]=1C.C1(P(C2C=CC=CC=2)C2C=CC=CC=2)C=CC=CC=1>ClCCl.C(OCC)(=O)C>[Br:19][C:10]1[CH:11]=[CH:6][C:7]([CH:12]2[O:13][CH2:14][CH2:15][CH2:16][O:17]2)=[CH:8][C:9]=1[CH:24]=[CH:25][CH2:26][CH3:30]. Procedure details: To a solution of 14c (6.6 g; 28.2 mmol), freshly sublimed carbon tetrabromide (10.77 g; 32.5 mmol) and anhydrous collidine (4.3 ml; 3.9 g; 32.5 mmol) in dry dichloromethane (135 ml) at -20° C. was added solid triphenylphosphine (10.83 g; 41.3 ml). The reaction was complete within 30 min as demonstrated by thin-layer chromatographic analysis (silica 5% and 50% ethyl acetate in hexanes), and was quenched with the addition of methanol (2 ml) and the solvent removed. The crude mixture was chromatogr...